From a dataset of the Open Reaction Database (ORD), a public repository of structured organic reaction records. describe an organic reaction: reactants, conditions, products, and yield The reactants are C(C)OC(CC1=C(N(C2=CC=C(C=C12)C)C(C)=O)C(F)(F)F)=O ((1-acetyl-5-methyl-2-trifluoromethyl-1H-indol-3-yl)-acetic acid ethyl ester), CC(C)(C#N)N=NC(C)(C)C#N (AIBN), BrN1C(CCC1=O)=O (N-bromosuccinimide). Run in ClC(Cl)(Cl)Cl (tetrachloromethane). Run at temperature 80 celsius. Product: C(C)OC(CC1=C(N(C2=CC=C(C=C12)CBr)C(C)=O)C(F)(F)F)=O ((1-Acetyl-5-bromomethyl-2-trifluoromethyl-1H-indol-3-yl)-acetic acid ethyl ester). The yield is 60.6%. As a reaction SMILES: [CH2:1]([O:3][C:4](=[O:23])[CH2:5][C:6]1[C:14]2[C:9](=[CH:10][CH:11]=[C:12]([CH3:15])[CH:13]=2)[N:8]([C:16](=[O:18])[CH3:17])[C:7]=1[C:19]([F:22])([F:21])[F:20])[CH3:2].CC(N=NC(C#N)(C)C)(C#N)C.[Br:36]N1C(=O)CCC1=O>ClC(Cl)(Cl)Cl>[CH2:1]([O:3][C:4](=[O:23])[CH2:5][C:6]1[C:14]2[C:9](=[CH:10][CH:11]=[C:12]([CH2:15][Br:36])[CH:13]=2)[N:8]([C:16](=[O:18])[CH3:17])[C:7]=1[C:19]([F:20])([F:21])[F:22])[CH3:2]. Procedure: A mixture of (1-acetyl-5-methyl-2-trifluoromethyl-1H-indol-3-yl)-acetic acid ethyl ester (3.25 g, 9.94 mmol), AIBN (408 mg, 2.49 mmol) and N-bromosuccinimide (1.77 g, 9.94 mmol) in tetrachloromethane (50 mL) is heated to 80° C. for 2 h. After cooling to room temperature, the reaction mixture is filtered and the filtrate concentrated in vacuo. The crude product is purified by flash column chromatography (silica gel, cyclohexane/EtOAc 9:1) to afford the title compound as a yellow solid (2.44 g, 6.... RXN SMILES: [Cl:1][C:2]1[N:3]=[CH:4][C:5]2[NH:11][C:10](=[O:12])[C:9]([F:14])([F:13])[CH2:8][N:7]([CH:15]3[CH2:19][CH2:18][C@@H:17]([CH3:20])[CH2:16]3)[C:6]=2[N:21]=1.[H-].[Na+].[CH3:24]I.Cl>>[Cl:1][C:2]1[N:3]=[CH:4][C:5]2[N:11]([CH3:24])[C:10](=[O:12])[C:9]([F:14])([F:13])[CH2:8][N:7]([CH:15]3[CH2:19][CH2:18][C@@H:17]([CH3:20])[CH2:16]3)[C:6]=2[N:21]=1 |f:1.2|. Reactants: ClC=1N=CC2=C(N(CC(C(N2)=O)(F)F)C2C[C@@H](CC2)C)N1 (2-Chloro-7,7-difluoro-9-((3R)-3-methylcyclopentyl)-8,9-dihydro-5H-pyrimido[4,5-b][1,4]diazepin-6(7H)-one), Cl (HCl), [H-].[Na+] (sodium hydride), CI (methyl iodide). Run at time 30 minute. The product is ClC=1N=CC2=C(N(CC(C(N2C)=O)(F)F)C2C[C@@H](CC2)C)N1 (2-chloro-7,7-difluoro-5-methyl-9-((3R)-3-methylcyclopentyl)-8,9-dihydro-5H-pyrimido[4,5-b][1,4]diazepin-6(7H)-one). Procedure: 2-Chloro-7,7-difluoro-9-((3R)-3-methylcyclopentyl)-8,9-dihydro-5H-pyrimido[4,5-b][1,4]diazepin-6(7H)-one was methylated on 5-position using sodium hydride and methyl iodide. After 30 minutes the reaction was deemed complete by LCMS, poured into ice, the solution acidified with 1N HCl, the product filtered off as a tan solid. 1H NMR (400 MHz, DMSO-d6) δ ppm 0.91-2.22 (m, 10H) 3.34 (s, 3H) 4.04-4.35 (m, 2H) 4.72-5.04 (m, 1H) 8.35 (s, 1H). m/z 331.2 (M+H)+. Starting materials: CN1Cc2ccccc2C2c3cccc4[nH]cc(c34)CC21, CI, CN(C)C=O, [H-], [Na+]. Yields the product CN1Cc2ccccc2C2c3cccc4c3c(cn4C)CC21. Reaction SMILES: [CH3:1][N:2]1[CH:3]2[CH2:4][c:5]3[c:6]4[c:7]([cH:16][cH:17][cH:18][c:19]4[nH:20][cH:21]3)[CH:8]2[c:9]2[cH:10][cH:11][cH:12][cH:13][c:14]2[CH2:15]1.[CH3:24][I:25].[CH3:26][N:27]([CH3:28])[CH:29]=[O:30].[H-:22].[Na+:23]>>[CH3:1][N:2]1[CH:3]2[CH2:4][c:5]3[c:6]4[c:7]([cH:16][cH:17][cH:18][c:19]4[n:20]([CH3:24])[cH:21]3)[CH:8]2[c:9]2[cH:10][cH:11][cH:12][cH:13][c:14]2[CH2:15]1. The reactants are C(C)(=O)OC(C)=O (acetic anhydride), OC(/C=C/C=C/C1=C(C=CC=C1)CCCCCO)CCCCCCCC.C1(=CC=CC=C1)[Si](C(C)(C)C)(C1=CC=CC=C1)O[Si](C1=CC=CC=C1)(C1=CC=CC=C1)C(C)(C)C (5-[2-[(1E,3E)-(5RS)-5-hydroxy-1,3-tridecadienyl]-phenyl]pentan-1-ol diphenyl-tert-butylsilyl ether). Solvent: N1=CC=CC=C1 (pyridine). Conditions: temperature 25 celsius, time 16 hour. The product is C(CCCC)O.C1(=CC=CC=C1)[Si](C(C)(C)C)(C1=CC=CC=C1)O[Si](C1=CC=CC=C1)(C1=CC=CC=C1)C(C)(C)C (pentan-1-ol diphenyl-tert-butylsilyl ether). As a reaction SMILES: C(OC(=O)C)(=O)C.[OH:8][CH:9](CCCCCCCC)/[CH:10]=[CH:11]/[CH:12]=[CH:13]/C1C=CC=CC=1CCCCCO.[C:34]1([Si:40]([O:51][Si:52]([C:65]([CH3:68])([CH3:67])[CH3:66])([C:59]2[CH:64]=[CH:63][CH:62]=[CH:61][CH:60]=2)[C:53]2[CH:58]=[CH:57][CH:56]=[CH:55][CH:54]=2)([C:45]2[CH:50]=[CH:49][CH:48]=[CH:47][CH:46]=2)[C:41]([CH3:44])([CH3:43])[CH3:42])[CH:39]=[CH:38][CH:37]=[CH:36][CH:35]=1>N1C=CC=CC=1>[CH2:9]([OH:8])[CH2:10][CH2:11][CH2:12][CH3:13].[C:59]1([Si:52]([O:51][Si:40]([C:41]([CH3:44])([CH3:43])[CH3:42])([C:45]2[CH:50]=[CH:49][CH:48]=[CH:47][CH:46]=2)[C:34]2[CH:35]=[CH:36][CH:37]=[CH:38][CH:39]=2)([C:53]2[CH:58]=[CH:57][CH:56]=[CH:55][CH:54]=2)[C:65]([CH3:68])([CH3:67])[CH3:66])[CH:60]=[CH:61][CH:62]=[CH:63][CH:64]=1 |f:1.2,4.5|. Procedure details: For acetylation, 0.5 ml of acetic anhydride is added to a solution of 310 mg of the above-described alcohol in 2 ml of pyridine and stirred for 16 hours at 25° C. Then, it is concentrated by evaporation with adding toluene in a vacuum and the residue is chromatographed on silica gel. With hexane/1-5% of methyl-tert-butyl ether, 265 mg of 5-[(1E,3E)-(5RS)-5-acetoxy-1,3-tridecadienyl]-phenyl]-pentan-1-ol-diphenyl-tert-butylsilyl ether is obtained as a colorless oil.